This data is from the Open Reaction Database (ORD), a public repository of structured organic reaction records. The task is: describe an organic reaction: reactants, conditions, products, and yield The reactants are CN(C)CC1CC(C1)C1=NC(=C2N1C=CN=C2N)C2=CC(=CC=C2)OCC2=CC=CC=C2 (3-(3-Dimethylaminomethyl-cyclobutyl)-1-(3-benzyloxyphenyl)-imidazo[1,5-a]pyrazin-8-ylamine), N1CCC1 (azetidine). The product is N1(CCC1)C[C@H]1C[C@H](C1)C1=NC(=C2N1C=CN=C2N)C2=CC(=CC=C2)OCC2=CC=CC=C2 (cis-3-(3-Azetidin-1-ylmethylcyclobutyl)-1-(3-benzyloxyphenyl)-imidazo[1,5-a]pyrazin-8-ylamine). As a reaction SMILES: [CH3:1][N:2]([CH2:4][CH:5]1[CH2:8][CH:7]([C:9]2[N:13]3[CH:14]=[CH:15][N:16]=[C:17]([NH2:18])[C:12]3=[C:11]([C:19]3[CH:24]=[CH:23][CH:22]=[C:21]([O:25][CH2:26][C:27]4[CH:32]=[CH:31][CH:30]=[CH:29][CH:28]=4)[CH:20]=3)[N:10]=2)[CH2:6]1)[CH3:3].N1CC[CH2:34]1>>[N:2]1([CH2:4][C@@H:5]2[CH2:6][C@H:7]([C:9]3[N:13]4[CH:14]=[CH:15][N:16]=[C:17]([NH2:18])[C:12]4=[C:11]([C:19]4[CH:24]=[CH:23][CH:22]=[C:21]([O:25][CH2:26][C:27]5[CH:28]=[CH:29][CH:30]=[CH:31][CH:32]=5)[CH:20]=4)[N:10]=3)[CH2:8]2)[CH2:1][CH2:34][CH2:3]1. Reported procedure: Procedures for 3-(3-Dimethylaminomethyl-cyclobutyl)-1-(3-benzyloxyphenyl)-imidazo[1,5-a]pyrazin-8-ylamine were followed, replacing dimethylamine with azetidine, LC-MS (ES, Pos.): m/z 440 [MH+]. The reactants are O (water), FC1=CC=C(C=C1)C=1N=C2N(N=C(C=C2)N2CCN(CC2)C)C1C1=CC(=NC=C1)F (2-(4-fluorophenyl)-3-(2-fluoropyrid-4-yl)-6-(4-methylpiperazin-1-yl)imidazo[1,2-b]pyridazine), C[O-].[Na+] (sodium methoxide). Run in CN1C(CCC1)=O (N-methylpyrrolidone), CO (methanol). Conditions: time 4 day. The product is FC1=CC=C(C=C1)C=1N=C2N(N=C(C=C2)N2CCN(CC2)C)C1C1=CC(=NC=C1)OC (2-(4-Fluorophenyl)-3-(2-methoxypyrid-4-yl)-6-(4-methylpiperazin-1-yl)imidazo[1,2-b]pyridazine). As a reaction SMILES: [F:1][C:2]1[CH:7]=[CH:6][C:5]([C:8]2[N:9]=[C:10]3[CH:15]=[CH:14][C:13]([N:16]4[CH2:21][CH2:20][N:19]([CH3:22])[CH2:18][CH2:17]4)=[N:12][N:11]3[C:23]=2[C:24]2[CH:29]=[CH:28][N:27]=[C:26](F)[CH:25]=2)=[CH:4][CH:3]=1.[CH3:31][O-:32].[Na+].O>CN1CCCC1=O.CO>[F:1][C:2]1[CH:7]=[CH:6][C:5]([C:8]2[N:9]=[C:10]3[CH:15]=[CH:14][C:13]([N:16]4[CH2:21][CH2:20][N:19]([CH3:22])[CH2:18][CH2:17]4)=[N:12][N:11]3[C:23]=2[C:24]2[CH:29]=[CH:28][N:27]=[C:26]([O:32][CH3:31])[CH:25]=2)=[CH:4][CH:3]=1 |f:1.2|. Procedure: To a solution under argon of 0.10 g (0.25 mmol) of 2-(4-fluorophenyl)-3-(2-fluoropyrid-4-yl)-6-(4-methylpiperazin-1-yl)imidazo[1,2-b]pyridazine in N-methylpyrrolidone is added 0.65 mL (3.4 mmol) of sodium methoxide at 30% by weight in methanol. After stirring for 4 days at room temperature, the medium is poured into 200 mL of water and the product is extracted with ethyl acetate. The organic phase is dried over sodium sulfate and then concentrated under reduced pressure to give a pale yellow sol...